From a dataset of the Open Reaction Database (ORD), a public repository of structured organic reaction records. describe an organic reaction: reactants, conditions, products, and yield Starting materials: [BH4-], CC(C)=O, Cc1ccc(C(=O)c2ccccc2)c(N)c1, [Na+], [Na+], [OH-]. Product: Cc1ccc(C(=O)c2ccccc2)c(NC(C)C)c1. RXN SMILES: [BH4-:21].[CH3:17][C:18]([CH3:19])=[O:20].[NH2:1][c:2]1[c:3]([C:4](=[O:5])[c:6]2[cH:7][cH:8][cH:9][cH:10][cH:11]2)[cH:12][cH:13][c:14]([CH3:16])[cH:15]1.[Na+:22].[Na+:24].[OH-:23]>>[NH:1]([c:2]1[c:3]([C:4](=[O:5])[c:6]2[cH:7][cH:8][cH:9][cH:10][cH:11]2)[cH:12][cH:13][c:14]([CH3:16])[cH:15]1)[CH:18]([CH3:17])[CH3:19]. Run in C1=CC=CC=C1 (benzene). RXN SMILES: [C:1]1([CH2:7][CH2:8][CH2:9][N:10]2[CH2:15][CH2:14][NH:13][CH:12]([CH3:16])[CH2:11]2)[CH:6]=[CH:5][CH:4]=[CH:3][CH:2]=1.[O:17]1[CH:21]=[CH:20][CH:19]=[C:18]1[C:22]([Cl:24])=[O:23]>C1C=CC=CC=1>[ClH:24].[C:1]1([CH2:7][CH2:8][CH2:9][N:10]2[CH2:15][CH2:14][N:13]([C:22]([C:18]3[O:17][CH:21]=[CH:20][CH:19]=3)=[O:23])[CH:12]([CH3:16])[CH2:11]2)[CH:6]=[CH:5][CH:4]=[CH:3][CH:2]=1 |f:3.4|. The product is Cl.C1(=CC=CC=C1)CCCN1CC(N(CC1)C(=O)C=1OC=CC1)C (1-(3-Phenylpropyl)-3-methyl-4-(2-furoyl)piperazine hydrochloride). Reactants: C1(=CC=CC=C1)CCCN1CC(NCC1)C (1-(3-phenylpropyl)-3-methylpiperazine), O1C(=CC=C1)C(=O)Cl (2-furoyl chloride). Procedure details: The compound was obtained by following the same process as in Example 2 from a mixture of 1-(3-phenylpropyl)-3-methylpiperazine [b.p. 120° - 125°C (3 mmHg), dipicrate, m.p. 249° - 250°C], 2-furoyl chloride and benzene. Starting materials: N[C@H](CO)CN(C(C)C)C1=CC=C(C=C1)CC1=CC=CC=C1 ((S)-2-amino-3-[(4-benzyl-phenyl)-isopropyl-amino]-propan-1-ol), N#CBr (cyanogen bromide). The product is C(C1=CC=CC=C1)C1=CC=C(C=C1)N(CC)CC1N=C(OC1)N (4-{[(4-benzyl-phenyl)-ethyl-amino]-methyl}-4,5-dihydro-oxazol-2-ylamine). Reaction SMILES: [NH2:1][C@@H:2]([CH2:5][N:6]([C:10]1[CH:15]=[CH:14][C:13]([CH2:16][C:17]2[CH:22]=[CH:21][CH:20]=[CH:19][CH:18]=2)=[CH:12][CH:11]=1)[CH:7]([CH3:9])C)[CH2:3][OH:4].[N:23]#[C:24]Br>>[CH2:16]([C:13]1[CH:14]=[CH:15][C:10]([N:6]([CH2:5][CH:2]2[CH2:3][O:4][C:24]([NH2:23])=[N:1]2)[CH2:7][CH3:9])=[CH:11][CH:12]=1)[C:17]1[CH:22]=[CH:21][CH:20]=[CH:19][CH:18]=1. Reported procedure: In analogy to example 1.d (S)-2-amino-3-[(4-benzyl-phenyl)-isopropyl-amino]-propan-1-ol was reacted with cyanogen bromide to give S)-4-{[(4-benzyl-phenyl)-ethyl-amino]-methyl}-4,5-dihydro-oxazol-2-ylamine. Colorless gum. MS (ISP): 310.4 ([M+H]+) Reactants: COc1cc2nccc(Oc3ccc(N)cc3)c2cc1OC, Cc1ccccc1, COc1c(Cl)cccc1N=C=O. Yields the product COc1cc2nccc(Oc3ccc(NC(=O)Nc4cccc(Cl)c4OC)cc3)c2cc1OC. RXN SMILES: [CH3:1][O:2][c:3]1[cH:4][c:5]2[c:6]([O:15][c:16]3[cH:17][cH:18][c:19]([NH2:22])[cH:20][cH:21]3)[cH:7][cH:8][n:9][c:10]2[cH:11][c:12]1[O:13][CH3:14].[CH3:35][c:36]1[cH:37][cH:38][cH:39][cH:40][cH:41]1.[Cl:23][c:24]1[c:25]([O:33][CH3:34])[c:26]([N:30]=[C:31]=[O:32])[cH:27][cH:28][cH:29]1>>[CH3:1][O:2][c:3]1[cH:4][c:5]2[c:6]([O:15][c:16]3[cH:17][cH:18][c:19]([NH:22][C:31]([NH:30][c:26]4[c:25]([O:33][CH3:34])[c:24]([Cl:23])[cH:29][cH:28][cH:27]4)=[O:32])[cH:20][cH:21]3)[cH:7][cH:8][n:9][c:10]2[cH:11][c:12]1[O:13][CH3:14]. Starting materials: ClCCCCC(=O)C1=CC=2SC3=CC(=CC=C3OC2C=C1)C(CCCCCl)=O (2,8-bis(5-chlorovaleryl)phenoxathiin), [I-].[K+] (potassium iodide), N1CCCCC1 (piperidine). Solvent: O1CCCC1 (tetrahydrofuran). Reaction conditions: temperature 110 celsius. Product: N1(CCCCC1)CCCCC(=O)C1=CC=2SC3=CC(=CC=C3OC2C=C1)C(CCCCN1CCCCC1)=O (2,8-bis(5-piperidinovaleryl)phenoxathiin). As a reaction SMILES: Cl[CH2:2][CH2:3][CH2:4][CH2:5][C:6]([C:8]1[CH:21]=[CH:20][C:19]2[O:18][C:17]3[C:12](=[CH:13][C:14]([C:22](=[O:28])[CH2:23][CH2:24][CH2:25][CH2:26]Cl)=[CH:15][CH:16]=3)[S:11][C:10]=2[CH:9]=1)=[O:7].[I-].[K+].[NH:31]1[CH2:36][CH2:35][CH2:34][CH2:33][CH2:32]1>O1CCCC1>[N:31]1([CH2:2][CH2:3][CH2:4][CH2:5][C:6]([C:8]2[CH:21]=[CH:20][C:19]3[O:18][C:17]4[C:12](=[CH:13][C:14]([C:22](=[O:28])[CH2:23][CH2:24][CH2:25][CH2:26][N:31]5[CH2:36][CH2:35][CH2:34][CH2:33][CH2:32]5)=[CH:15][CH:16]=4)[S:11][C:10]=3[CH:9]=2)=[O:7])[CH2:36][CH2:35][CH2:34][CH2:33][CH2:32]1 |f:1.2|. Reported procedure: A mixture of 35 g (0.08 mole) of 2,8-bis(5-chlorovaleryl)phenoxathiin, 2 g potassium iodide, 100 ml piperidine and 100 ml tetrahydrofuran is heated for 24 hours with stirring in a Parr bomb at 110° C. After cooling the mixture is filtered and washed with tetrahydrofuran, and the filtrate is evaporated to dryness. The residue is cooled and diluted with water. The mixture is extracted twice with ether, the ether extracts combined and filtered. The filtrate is evaporated to dryness, cooled and dilu... Reactants: B(Br)(Br)Br (BBr3), C(Cl)Cl (CH2Cl2), ice, BrC=1C(CCC2(CC3=CC(=CC=C3C12)OC)C)=O (4-bromo-7-methoxy-9a-methyl-1,2,9,9a-tetrahydro-3H-fluoren-3-one). Conditions: time 30 minute. Product: BrC=1C(CCC2(CC3=CC(=CC=C3C12)O)C)=O (4-bromo-7-hydroxy-9a-methyl-1,2,9,9a-tetrahydro-3H-fluoren-3-one). Reaction SMILES: B(Br)(Br)Br.C(Cl)Cl.[Br:8][C:9]1[C:10](=[O:25])[CH2:11][CH2:12][C:13]2([CH3:24])[C:21]=1[C:20]1[C:15](=[CH:16][C:17]([O:22]C)=[CH:18][CH:19]=1)[CH2:14]2>>[Br:8][C:9]1[C:10](=[O:25])[CH2:11][CH2:12][C:13]2([CH3:24])[C:21]=1[C:20]1[C:15](=[CH:16][C:17]([OH:22])=[CH:18][CH:19]=1)[CH2:14]2. Procedure: 1M BBr3 in CH2Cl2 (0.200 mL, 0.2 mmol) was added to an ice-cold solution of 4-bromo-7-methoxy-9a-methyl-1,2,9,9a-tetrahydro-3H-fluoren-3-one (10 mg, 0.033 mmol) in CH2CL2 (0.5 mL). The cooling bath was removed and the solution was stirred at room temperature for 30 minutes, then treated with more BBr3 in CH2CL2 (0.5 mL, 0.5 mmol) and stirred at room temperature for an additional 60 minutes. The solution was diluted with EtOAc (10 mL), washed with water (10 mL), 1N HCl (2 mL), and brine (10 ml), ... Starting materials: O=C(NCc1cn(-c2ccc(I)cc2)cn1)c1ccc(Cl)s1, [Cu]I, [K+], [K+], [K+], NC1CCCCC1N, C1COCCO1, O=P([O-])([O-])[O-], O=C1CSCCN1. The product is O=C(NCc1cn(-c2ccc(N3CCSCC3=O)cc2)cn1)c1ccc(Cl)s1. As a reaction SMILES: [Cl:1][c:2]1[cH:3][cH:4][c:5]([C:7](=[O:8])[NH:9][CH2:10][c:11]2[n:12][cH:13][n:14](-[c:16]3[cH:17][cH:18][c:19]([I:22])[cH:20][cH:21]3)[cH:15]2)[s:6]1.[Cu:52][I:53].[K+:43].[K+:44].[K+:45].[NH2:30][CH:31]1[CH2:32][CH2:33][CH2:34][CH2:35][CH:36]1[NH2:37].[O:46]1[CH2:47][CH2:48][O:49][CH2:50][CH2:51]1.[P:38]([O-:39])([O-:40])([O-:41])=[O:42].[S:23]1[CH2:24][C:25](=[O:29])[NH:26][CH2:27][CH2:28]1>>[Cl:1][c:2]1[cH:3][cH:4][c:5]([C:7](=[O:8])[NH:9][CH2:10][c:11]2[n:12][cH:13][n:14](-[c:16]3[cH:17][cH:18][c:19]([N:26]4[C:25](=[O:29])[CH2:24][S:23][CH2:28][CH2:27]4)[cH:20][cH:21]3)[cH:15]2)[s:6]1. Reactants: C(C)(C)NC=1C(=NC=CC1)N1CCN(CC1)C(=O)C1=CC=C(C(=O)O)C=C1 (4-[1-[3-(isopropylamino)-2-pyridyl]piperazin-4-yl-carbonyl]benzoic acid), NCCCO (3-amino-1-propanol). Product: OCCCNC(=O)C1=CC=C(C=C1)C(=O)N1CCN(CC1)C1=NC=CC=C1NC(C)C (1-[N-(3-Hydroxypropyl)carbamoyl]-4-[1-[3-(isopropylamino)-2-pyridyl]piperazin-4-yl-carbonyl]benzene). Yield: 76.0%. Reaction SMILES: [CH:1]([NH:4][C:5]1[C:6]([N:11]2[CH2:16][CH2:15][N:14]([C:17]([C:19]3[CH:27]=[CH:26][C:22]([C:23](O)=[O:24])=[CH:21][CH:20]=3)=[O:18])[CH2:13][CH2:12]2)=[N:7][CH:8]=[CH:9][CH:10]=1)([CH3:3])[CH3:2].[NH2:28][CH2:29][CH2:30][CH2:31][OH:32]>>[OH:32][CH2:31][CH2:30][CH2:29][NH:28][C:23]([C:22]1[CH:21]=[CH:20][C:19]([C:17]([N:14]2[CH2:15][CH2:16][N:11]([C:6]3[C:5]([NH:4][CH:1]([CH3:2])[CH3:3])=[CH:10][CH:9]=[CH:8][N:7]=3)[CH2:12][CH2:13]2)=[O:18])=[CH:27][CH:26]=1)=[O:24]. Procedure details: By the same procedure as described in the example 1, synthesis was carried out starting with 4-[1-[3-(isopropylamino)-2-pyridyl]piperazin-4-yl-carbonyl]benzoic acid and using 3-amino-1-propanol. Then, the product was recrystallized using ethyl acetate and ether to give the desired compound. Reactants: C[C@@H]1N(CCC1)[C@@H]1CN(CC1)C=1C=C2CCNCC2=CC1 (6-((2S,3′S)-2-methyl-[1,3′]bipyrrolidinyl-1′-yl)-1,2,3,4-tetrahydro-isoquinoline), BrC1=NC=C(C=N1)Br (2,5-dibromo-pyrimidine). Yields the product BrC1=NC=C(C=N1)N1CC2=CC=C(C=C2CC1)N1C[C@H](CC1)N1[C@H](CCC1)C (2-(2-Bromo-pyrimidin-5-yl)-6-((2S,3′S)-2-methyl-[1,3′]bipyrrolidinyl-1′-yl)-1,2,3,4-tetrahydro-isoquinoline). As a reaction SMILES: [CH3:1][C@H:2]1[CH2:6][CH2:5][CH2:4][N:3]1[C@H:7]1[CH2:11][CH2:10][N:9]([C:12]2[CH:13]=[C:14]3[C:19](=[CH:20][CH:21]=2)[CH2:18][NH:17][CH2:16][CH2:15]3)[CH2:8]1.[Br:22][C:23]1[N:28]=[CH:27][C:26](Br)=[CH:25][N:24]=1>>[Br:22][C:23]1[N:28]=[CH:27][C:26]([N:17]2[CH2:16][CH2:15][C:14]3[C:19](=[CH:20][CH:21]=[C:12]([N:9]4[CH2:10][CH2:11][C@H:7]([N:3]5[CH2:4][CH2:5][CH2:6][C@@H:2]5[CH3:1])[CH2:8]4)[CH:13]=3)[CH2:18]2)=[CH:25][N:24]=1. Procedure: The title compound was synthesized in substantially the same way as Example 1 by condensation of 6-((2S,3′S)-2-methyl-[1,3′]bipyrrolidinyl-1′-yl)-1,2,3,4-tetrahydro-isoquinoline with 2,5-dibromo-pyrimidine.